From a dataset of the Open Reaction Database (ORD), a public repository of structured organic reaction records. describe an organic reaction: reactants, conditions, products, and yield Starting materials: O=C([O-])[O-], COc1cc(C(=O)N2CCC(CCCS(=O)(=O)[O-])(c3ccc(F)c(F)c3)C2)cc(OC)c1OC, [K+], [K+], C1CCOC1, NC(=O)C1(c2cccnc2)CCNCC1. The product is COc1cc(C(=O)N2CCC(CCN3CCC(C(N)=O)(c4cccnc4)CC3)(c3ccc(F)c(F)c3)C2)cc(OC)c1OC. As a reaction SMILES: [C:35](=[O:36])([O-:37])[O-:38].[CH3:1][O:2][c:3]1[cH:4][c:5]([C:6](=[O:7])[N:8]2[CH2:9][C:10]([c:13]3[cH:14][c:15]([F:20])[c:16]([F:19])[cH:17][cH:18]3)([CH2:21][CH2:22][CH2:23][S:24]([O-:25])(=[O:26])=[O:27])[CH2:11][CH2:12]2)[cH:28][c:29]([O:33][CH3:34])[c:30]1[O:31][CH3:32].[K+:39].[K+:40].[O:56]1[CH2:57][CH2:58][CH2:59][CH2:60]1.[n:41]1[cH:42][c:43]([C:47]2([C:53](=[O:54])[NH2:55])[CH2:48][CH2:49][NH:50][CH2:51][CH2:52]2)[cH:44][cH:45][cH:46]1>>[CH3:1][O:2][c:3]1[cH:4][c:5]([C:6](=[O:7])[N:8]2[CH2:9][C:10]([c:13]3[cH:14][c:15]([F:20])[c:16]([F:19])[cH:17][cH:18]3)([CH2:21][CH2:22][N:50]3[CH2:49][CH2:48][C:47]([c:43]4[cH:42][n:41][cH:46][cH:45][cH:44]4)([C:53](=[O:54])[NH2:55])[CH2:52][CH2:51]3)[CH2:11][CH2:12]2)[cH:28][c:29]([O:33][CH3:34])[c:30]1[O:31][CH3:32]. Conditions: temperature 95 celsius. Yields the product CC1=C(C=CC(=N1)NC(=O)NC(C(C)C)=O)OC1=CC(=NC=C1)C1=CC(=NC=C1)N1CCOCC1 (N-((6-methyl-5-((2′-morpholino-[2,4′-bipyridin]-4-yl)oxy)pyridin-2-yl)carbamoyl)isobutyramide). Procedure details: A mixture of N-((5-((2-chloropyridin-4-yl)oxy)-6-methylpyridin-2-yl)carbamoyl)isobutyramide (0.136 g, 0.390 mmol), K2CO3 (0.108 g, 0.780 mmol) and 4-(4-(4,4,5,5-tetramethyl-1,3,2-dioxaborolan-2-yl)pyridin-2-yl)morpholine (0.136 g, 0.468 mmol) in dioxane (8 mL) and water (2 mL) was sparged with Ar, treated with Pd(PPh3)4 (0.045 g, 0.039 mmol), sparged again with Ar and heated at 95° C. overnight. The mixture was cooled to RT, treated with EtOAc and the solids removed via filtration through a pad ... Yield: 28.0%. The reactants are ClC1=NC=CC(=C1)OC=1C=CC(=NC1C)NC(=O)NC(C(C)C)=O (N-((5-((2-chloropyridin-4-yl)oxy)-6-methylpyridin-2-yl)carbamoyl)isobutyramide), C(=O)([O-])[O-].[K+].[K+] (K2CO3), CC1(OB(OC1(C)C)C1=CC(=NC=C1)N1CCOCC1)C (4-(4-(4,4,5,5-tetramethyl-1,3,2-dioxaborolan-2-yl)pyridin-2-yl)morpholine). Reagents/catalysts: C=1C=CC(=CC1)[P](C=2C=CC=CC2)(C=3C=CC=CC3)[Pd]([P](C=4C=CC=CC4)(C=5C=CC=CC5)C=6C=CC=CC6)([P](C=7C=CC=CC7)(C=8C=CC=CC8)C=9C=CC=CC9)[P](C=1C=CC=CC1)(C=1C=CC=CC1)C=1C=CC=CC1 (Pd(PPh3)4). RXN SMILES: Cl[C:2]1[CH:7]=[C:6]([O:8][C:9]2[CH:10]=[CH:11][C:12]([NH:16][C:17]([NH:19][C:20](=[O:24])[CH:21]([CH3:23])[CH3:22])=[O:18])=[N:13][C:14]=2[CH3:15])[CH:5]=[CH:4][N:3]=1.C([O-])([O-])=O.[K+].[K+].CC1(C)C(C)(C)OB([C:39]2[CH:44]=[CH:43][N:42]=[C:41]([N:45]3[CH2:50][CH2:49][O:48][CH2:47][CH2:46]3)[CH:40]=2)O1>O1CCOCC1.O.C1C=CC([P]([Pd]([P](C2C=CC=CC=2)(C2C=CC=CC=2)C2C=CC=CC=2)([P](C2C=CC=CC=2)(C2C=CC=CC=2)C2C=CC=CC=2)[P](C2C=CC=CC=2)(C2C=CC=CC=2)C2C=CC=CC=2)(C2C=CC=CC=2)C2C=CC=CC=2)=CC=1>[CH3:15][C:14]1[N:13]=[C:12]([NH:16][C:17]([NH:19][C:20](=[O:24])[CH:21]([CH3:23])[CH3:22])=[O:18])[CH:11]=[CH:10][C:9]=1[O:8][C:6]1[CH:5]=[CH:4][N:3]=[C:2]([C:39]2[CH:44]=[CH:43][N:42]=[C:41]([N:45]3[CH2:46][CH2:47][O:48][CH2:49][CH2:50]3)[CH:40]=2)[CH:7]=1 |f:1.2.3,^1:62,64,83,102|. Solvent: O1CCOCC1 (dioxane), O (water). Yields the product C(C)(C)(C)OC(NC=1N(C(C[C@](N1)(C1=CC(=CC=C1)[N+](=O)[O-])C)=O)CC1=CC=CC=C1)=O ([(S)-1-benzyl-4-methyl-4-(3-nitro-phenyl)-6-oxo-1,4,5,6-tetrahydro-pyrimidin-2-yl]-carbamic acid tert-butyl ester). Reaction SMILES: CO[C:3](=[O:17])[CH2:4][C@:5]([NH2:16])([C:7]1[CH:12]=[CH:11][CH:10]=[C:9]([N+:13]([O-:15])=[O:14])[CH:8]=1)[CH3:6].[CH2:18]([NH:25][C:26]([NH:28][C:29](=[O:35])[O:30][C:31]([CH3:34])([CH3:33])[CH3:32])=S)[C:19]1[CH:24]=[CH:23][CH:22]=[CH:21][CH:20]=1>>[C:31]([O:30][C:29](=[O:35])[NH:28][C:26]1[N:25]([CH2:18][C:19]2[CH:20]=[CH:21][CH:22]=[CH:23][CH:24]=2)[C:3](=[O:17])[CH2:4][C@@:5]([CH3:6])([C:7]2[CH:12]=[CH:11][CH:10]=[C:9]([N+:13]([O-:15])=[O:14])[CH:8]=2)[N:16]=1)([CH3:34])([CH3:32])[CH3:33]. The reactants are COC(C[C@@](C)(C1=CC(=CC=C1)[N+](=O)[O-])N)=O ((S)-3-amino-3-(3-nitro-phenyl)-butyric acid methyl ester), C(C1=CC=CC=C1)NC(=S)NC(OC(C)(C)C)=O (tert-butyl [(benzylamino)carbonothioyl]carbamate). Procedure details: Starting from (S)-3-amino-3-(3-nitro-phenyl)-butyric acid methyl ester (0.42 mmole) and tert-butyl [(benzylamino)carbonothioyl]carbamate, the product [(S)-1-benzyl-4-methyl-4-(3-nitro-phenyl)-6-oxo-1,4,5,6-tetrahydro-pyrimidin-2-yl]-carbamic acid tert-butyl ester (165 mg) was obtained as a white solid. MS (ESI): m/z=439.3 [ M+H]+. Starting materials: Cl (hydrochloric acid), solution, C(CCC)[Li] (n-butyllithium), S1C(=NC=C1)NC(C)=O (N-(2-thiazolyl)-acetamide), ClC1=C(CC=2OC3=C(C(N2)=O)C=CC=C3C(F)(F)F)C=CC=C1 (2-chlorobenzyl-8-trifluoromethyl-4H-1,3-benzoxazin-4-one), O1CCCC1 (tetrahydrofuran). Solvent: CCCCCC (hexane). Reaction conditions: temperature -70 celsius. The product is ClC(C(=O)NC1=C(C=CC=C1C(F)(F)F)C(CC(=O)NC=1SC=CN1)=O)C1=CC=CC=C1 (2-(2-chloro-2-phenylacetamido)-β-oxo-N-(2-thiazolyl)-3-trifluoromethyl-benzenepropanamide). As a reaction SMILES: C([Li])CCC.[S:6]1[CH:10]=[CH:9][N:8]=[C:7]1[NH:11][C:12](=[O:14])[CH3:13].Cl[C:16]1[CH:37]=[CH:36][CH:35]=[CH:34][C:17]=1[CH2:18][C:19]1[O:20][C:21]2[C:29]([C:30]([F:33])([F:32])[F:31])=[CH:28][CH:27]=[CH:26][C:22]=2[C:23](=O)[N:24]=1.[ClH:38].[O:39]1CCCC1>CCCCCC>[Cl:38][CH:18]([C:17]1[CH:16]=[CH:37][CH:36]=[CH:35][CH:34]=1)[C:19]([NH:24][C:23]1[C:29]([C:30]([F:31])([F:32])[F:33])=[CH:28][CH:27]=[CH:26][C:22]=1[C:21](=[O:20])[CH2:13][C:12]([NH:11][C:7]1[S:6][CH:10]=[CH:9][N:8]=1)=[O:14])=[O:39]. Procedure: 28.6 ml of a solution of 1.4 moles of n-butyllithium per liter of hexane were added at 0° C. to a solution of 2.84 g of N-(2-thiazolyl)-acetamide in 100 ml of tetrahydrofuran and 3.39 g of the product of Step A were added to the mixture cooled to -70° C. The mixture was poured into ice and N hydrochloric acid and was extracted with ether. The organic phase was washed successively with N-hydrochloric acid and with water, dried and evaporated to dryness under reduced pressure. The residue was empa...